This data is from the Open Reaction Database (ORD), a public repository of structured organic reaction records. The task is: describe an organic reaction: reactants, conditions, products, and yield The reactants are CC(C)C[AlH]CC(C)C (DIBAH), [OH-].[Na+] (NaOH), C(=O)(O)[O-].[Na+] (NaHCO3), FC(OC1=CC=CC(=N1)C(=O)OC)F (methyl 6-(difluoromethoxy)picolinate). The solvent is C1(=CC=CC=C1)C (toluene), O (water), C1(=CC=CC=C1)C (toluene). Conditions: temperature -78 celsius, time 5 minute. Yields the product FC(OC1=CC=CC(=N1)CO)F ((6-(difluoromethoxy)pyridin-2-yl)methanol). As a reaction SMILES: [F:1][CH:2]([F:14])[O:3][C:4]1[N:9]=[C:8]([C:10](OC)=[O:11])[CH:7]=[CH:6][CH:5]=1.CC(C[AlH]CC(C)C)C.[OH-].[Na+].C([O-])(O)=O.[Na+]>C1(C)C=CC=CC=1.O>[F:14][CH:2]([F:1])[O:3][C:4]1[N:9]=[C:8]([CH2:10][OH:11])[CH:7]=[CH:6][CH:5]=1 |f:2.3,4.5|. Procedure: A cooled (−78° C.) solution of methyl 6-(difluoromethoxy)picolinate (4.310 g; 21.21 mmol) in anh. toluene (120 ml) was treated dropwise with a solution of 1 M DIBAH in toluene (63.60 ml; 63.60 mmol), and the resulting mixture was further stirred at −78° C., under nitrogen, for 5 min., and then at 0° C. for 1.5 h. The obtained mixture was treated successively with water (55 ml), 1 M aq. NaOH (12 ml), and aq. sat. NaHCO3 (100 ml). The separated aq. layer was further extracted with Et2O (2×100 ml).... Starting materials: CC(CO)Nc1nc(Cl)ncc1-c1cccs1, CS(=O)(=NC(=O)NC1CCCC1)c1ccc(N)cc1. The product is CC(CO)Nc1nc(Nc2ccc(S(C)(=O)=NC(=O)NC3CCCC3)cc2)ncc1-c1cccs1. RXN SMILES: [Cl:1][c:2]1[n:3][cH:4][c:5](-[c:13]2[s:14][cH:15][cH:16][cH:17]2)[c:6]([NH:8][CH:9]([CH2:10][OH:11])[CH3:12])[n:7]1.[NH2:18][c:19]1[cH:20][cH:21][c:22]([S:25](=[O:26])(=[N:27][C:28]([NH:29][CH:30]2[CH2:31][CH2:32][CH2:33][CH2:34]2)=[O:35])[CH3:36])[cH:23][cH:24]1>>[c:2]1([NH:18][c:19]2[cH:20][cH:21][c:22]([S:25](=[O:26])(=[N:27][C:28]([NH:29][CH:30]3[CH2:31][CH2:32][CH2:33][CH2:34]3)=[O:35])[CH3:36])[cH:23][cH:24]2)[n:3][cH:4][c:5](-[c:13]2[s:14][cH:15][cH:16][cH:17]2)[c:6]([NH:8][CH:9]([CH2:10][OH:11])[CH3:12])[n:7]1. Starting materials: OC(C1=C(C=C(C(=C1)O)C(C1=CC=CC=C1)(C1=CC=CC=C1)O)O)(C1=CC=CC=C1)C1=CC=CC=C1 (2,5-Bis-(hydroxy-diphenyl-methyl)-benzene-1,4-diol), [N+](=O)([O-])C1=CC=CC=C1 (nitrobenzene). Yields the product C1(=CC=CC=C1)C=1C2=CC=CC=C2OC2=CC3=C(C=4C=CC=CC4OC3=CC21)C2=CC=CC=C2 (7,14-Diphenyl-chromeno[2,3-b]xanthene). Isolated yield 51.2%. As a reaction SMILES: O[C:2](C1C=CC=CC=1)([C:25]1[CH:30]=[CH:29][CH:28]=[CH:27][CH:26]=1)[C:3]1[CH:8]=[C:7]([OH:9])[C:6]([C:10](O)([C:17]2[CH:22]=[CH:21][CH:20]=[CH:19][CH:18]=2)[C:11]2[CH:16]=[CH:15][CH:14]=[CH:13][CH:12]=2)=[CH:5][C:4]=1[OH:24].[N+]([C:40]1[CH:45]=[CH:44][CH:43]=[CH:42][CH:41]=1)([O-])=O>>[C:40]1([C:2]2[C:25]3[C:26]([O:24][C:4]4[C:3]=2[CH:8]=[C:7]2[C:6](=[C:10]([C:17]5[CH:22]=[CH:21][CH:20]=[CH:19][CH:18]=5)[C:11]5[CH:16]=[CH:15][CH:14]=[CH:13][C:12]=5[O:9]2)[CH:5]=4)=[CH:27][CH:28]=[CH:29][CH:30]=3)[CH:45]=[CH:44][CH:43]=[CH:42][CH:41]=1. Procedure: A flask is charged with 2,5-bis-(hydroxy-diphenyl-methyl)-benzene-1,4-diol (Example 1) (9.5 g) and nitrobenzene (50 g). The obtained suspension is heated at reflux for ca. 45 minutes, and then allowed to cool over night. The formed crystals are filtered off, washed several times with ethanol and dried at 10−3 mbar/190° C. for two hours (some sublimation takes place) to give 4.47 g of greenish red crystals, mp.=419° C. (DSC). Elementary analysis: Ccalcd. 88.05%, Cfound 87.62% and 87.78%; Hcalcd. ... Starting materials: NC1=CC(=C(C(=C1)Cl)OC)Cl (4-Amino-2,6-dichloroanisole), CN(C1=CC=CC=C1)C (N,N-dimethylaniline), C(C)(=O)OC=1C(C(=O)O)=CC=CC1 (Acetylsalicylic acid), Cl (hydrochloric acid), acid chloride, S(=O)(Cl)Cl (thionyl chloride), C(C)(=O)OC=1C(C(=O)Cl)=CC=CC1 (acetylsalicyloyl chloride). Solvent: CC(=O)C (acetone), CC(=O)C (acetone), CC(=O)C (acetone). Run at time 1.5 hour. Product: ClC=1C=C(NC(C2=C(C=CC=C2)O)=O)C=C(C1OC)Cl (3',5'-dichloro-2-hydroxy-4'-methoxybenzanilide). Isolated yield 64.1%. RXN SMILES: C([O:4][C:5]1[C:6](=[CH:10][CH:11]=[CH:12][CH:13]=1)[C:7]([OH:9])=O)(=O)C.S(Cl)(Cl)=O.[NH2:18][C:19]1[CH:24]=[C:23]([Cl:25])[C:22]([O:26][CH3:27])=[C:21]([Cl:28])[CH:20]=1.CN(C)C1C=CC=CC=1.C(OC1C(=CC=CC=1)C(Cl)=O)(=O)C.Cl>CC(C)=O>[Cl:25][C:23]1[CH:24]=[C:19]([CH:20]=[C:21]([Cl:28])[C:22]=1[O:26][CH3:27])[NH:18][C:7](=[O:9])[C:6]1[CH:10]=[CH:11][CH:12]=[CH:13][C:5]=1[OH:4]. Procedure: Acetylsalicylic acid (1.8 g.) was converted to its acid chloride by conventional method using thionyl chloride and dissolved in acetone (30 ml.). 4-Amino-2,6-dichloroanisole (2.13 g.) with N,N-dimethylaniline (1.27 ml.) was dissolved in acetone (25 ml.) to which, with stirring in the cold at 0°-10° C., the above acetone solution of acetylsalicyloyl chloride was added dropwise over 20-30 minutes. Reaction continued for 1-2 hours, then the solution was evaporated to dryness under reduced pressure,... The reactants are N1(CC(CCC1)C(=O)OCC)C(=O)OC(C)(C)C (1-tert-butyl 3-ethyl piperidine-1,3-dicarboxylate), [Si](C)(C)(C)C(F)(F)F (Me3SiCF3), Cl (HCl), [F-].[Cs+] (CsF), N#N (N2). The solvent is C1CCOC1 (THF). Run at time 3 hour. The product is FC(C(=O)C1CN(CCC1)C(=O)OC(C)(C)C)(F)F (tert-butyl 3-(2,2,2-trifluoroacetyl)piperidine-1-carboxylate). The yield is 37.0%. As a reaction SMILES: [N:1]1([C:12]([O:14][C:15]([CH3:18])([CH3:17])[CH3:16])=[O:13])[CH2:6][CH2:5][CH2:4][CH:3]([C:7]([O:9]CC)=O)[CH2:2]1.[F-].[Cs+].N#N.[Si]([C:27]([F:30])([F:29])[F:28])(C)(C)C.Cl>C1COCC1>[F:28][C:27]([F:30])([F:29])[C:7]([CH:3]1[CH2:4][CH2:5][CH2:6][N:1]([C:12]([O:14][C:15]([CH3:16])([CH3:17])[CH3:18])=[O:13])[CH2:2]1)=[O:9] |f:1.2|. Reported procedure: 1-tert-butyl 3-ethyl piperidine-1,3-dicarboxylate (424 mg, 1.65 mmol) and CsF (ca 10 mg) were combined in a vial under N2. Dry THF (3 mL) was added, followed by Me3SiCF3 (256 μL; 1.05 equiv). After stirring for 3 h, 4N aq HCl (4 mL) was added to the vial and the mixture was stirred for 1 h. The mixture was extracted with diethyl ether (2×15 mL). The combined organic layers were washed with brine (8 mL), dried over Na2SO4, and concentrated to afford tert-butyl 3-(2,2,2-trifluoroacetyl)piperidine-... The reactants are C(C)(=O)N1CCC2=C(C(=C(C(=C12)NC(C(C)(C)C)=O)C)CC#N)C (N-(1-Acetyl-5-cyanomethyl-4,6-dimethylindolin-7-yl)-2,2-dimethylpropanamide), [OH-].[Na+] (NaOH), C(CC)O (n-PrOH). Run in O (water). Run at temperature 90 celsius, time 8 hour. Yields the product C(C)OC(=O)CC=1C(=C2CCNC2=C(C1C)NC(C(C)(C)C)=O)C (N-(5-ethoxycarbonylmethyl-4,6-dimethylindolin-7-yl)-2,2-dimethylpropanamide). RXN SMILES: C([N:4]1[C:12]2[C:7](=[C:8]([CH3:24])[C:9]([CH2:21][C:22]#N)=[C:10]([CH3:20])[C:11]=2[NH:13][C:14](=[O:19])[C:15]([CH3:18])([CH3:17])[CH3:16])[CH2:6][CH2:5]1)(=O)C.[OH-:25].[Na+].[CH2:27]([OH:30])[CH2:28]C>O>[CH2:27]([O:30][C:22]([CH2:21][C:9]1[C:8]([CH3:24])=[C:7]2[C:12](=[C:11]([NH:13][C:14](=[O:19])[C:15]([CH3:18])([CH3:16])[CH3:17])[C:10]=1[CH3:20])[NH:4][CH2:5][CH2:6]2)=[O:25])[CH3:28] |f:1.2|. Procedure: N-(1-Acetyl-5-cyanomethyl-4,6-dimethylindolin-7-yl)-2,2-dimethylpropanamide (5.0 g) was suspended in n-PrOH (25 ml) and a solution of NaOH (9.6 g) in water (10 ml) was added, which was followed by stirring at 90° C. for 8 hr in an autoclave under a nitrogen atmosphere. The aqueous layer was separated, and the organic layer was neutralized with 2N-hydrochloric acid. The solvent was evaporated under reduced pressure. The residue was suspended in EtOH (200 ml), and 10N HCl-EtOH (7.2 ml) was added, ... Procedure: 1.9 g of (R)-1-(2-azido-propyl)-4,5-dihydro-8-methoxy-1H-benz[g]indole dissolved in 100 ml of anhydrous ethanol were hydrogenated on 190 mg of platinum oxide for 16 hours. The catalyst was subsequently filtered off, rinsed with ethonal and the solvent was drawn off in a vacuum. There were obtained 1.64 g (95%) of (R)-2-(4,5-dihydro-8-methoxy-1H-benz[g]indol-1-yl)-1-methyl-ethylamine as a colorless oil, of which 440 mg were dissolved in 70 ml of anhydrous ether, filtered and treated while stirrin... Run in C(C)O (ethanol). Reactants: N(=[N+]=[N-])[C@@H](CN1C=CC=2CCC3=C(C12)C=C(C=C3)OC)C ((R)-1-(2-azido-propyl)-4,5-dihydro-8-methoxy-1H-benz[g]indole). Reaction SMILES: [N:1]([C@H:4]([CH3:21])[CH2:5][N:6]1[C:14]2[C:13]3[CH:15]=[C:16]([O:19][CH3:20])[CH:17]=[CH:18][C:12]=3[CH2:11][CH2:10][C:9]=2[CH:8]=[CH:7]1)=[N+]=[N-]>C(O)C.[Pt]=O>[CH3:20][O:19][C:16]1[CH:17]=[CH:18][C:12]2[CH2:11][CH2:10][C:9]3[CH:8]=[CH:7][N:6]([CH2:5][C@H:4]([NH2:1])[CH3:21])[C:14]=3[C:13]=2[CH:15]=1. Yield: 95.1%. Product: COC1=CC2=C(CCC=3C=CN(C23)C[C@@H](C)N)C=C1 ((R)-2-(4,5-dihydro-8-methoxy-1H-benz[g]indol-1-yl)-1-methyl-ethylamine). The reagents and catalysts are [Pt]=O (platinum oxide). Run in CCO (EtOH). As a reaction SMILES: [CH3:1][C:2]1[C:3]([CH:22]([C:25]2[NH:29][C:28]3[CH:30]=[CH:31][C:32]([C:34]#[N:35])=[CH:33][C:27]=3[N:26]=2)[CH2:23][OH:24])=[C:4]2[C:8](=[C:9]([CH3:11])[CH:10]=1)[N:7](S(C1C=CC(C)=CC=1)(=O)=O)[CH:6]=[CH:5]2.C(N)CC(C)C.[OH-].[K+]>CCO>[CH3:1][C:2]1[C:3]([CH:22]([C:25]2[NH:29][C:28]3[CH:30]=[CH:31][C:32]([C:34]#[N:35])=[CH:33][C:27]=3[N:26]=2)[CH2:23][OH:24])=[C:4]2[C:8](=[C:9]([CH3:11])[CH:10]=1)[NH:7][CH:6]=[CH:5]2 |f:2.3|. Product: CC=1C(=C2C=CNC2=C(C1)C)C(CO)C1=NC2=C(N1)C=CC(=C2)C#N ((±)-2-(1-(5,7-Dimethyl-1H-indol-4-yl)-2-hydroxyethyl)-1H-benzo[d]imidazole-5-carbonitrile). Starting materials: CC=1C(=C2C=CN(C2=C(C1)C)S(=O)(=O)C1=CC=C(C)C=C1)C(CO)C1=NC2=C(N1)C=CC(=C2)C#N ((±)-2-(1-(5,7-dimethyl-1-tosyl-1H-indol-4-yl)-2-hydroxyethyl)-1H-benzo[d]imidazole-5-carbonitrile), C(CC(C)C)N (isoamylamine), [OH-].[K+] (KOH). Procedure: A mixture of (±)-2-(1-(5,7-dimethyl-1-tosyl-1H-indol-4-yl)-2-hydroxyethyl)-1H-benzo[d]imidazole-5-carbonitrile, isoamylamine (103 mg, 1.18 mmol) and KOH (66.0 mg, 1.18 mmol) in EtOH (2 mL) was stirred at 100° C. for 30 min under microwave irradiation. The reaction mixture was concentrated and the residue was partitioned between EtOAc and sat. aq. NH4Cl. The aqueous layer was extracted with EtOAc. The combined organics were washed with brine, dried over sodium sulfate and concentrated. The residu... Run at temperature 100 celsius, time 30 minute.